describe an organic reaction: reactants, conditions, products, and yield From a dataset of the Open Reaction Database (ORD), a public repository of structured organic reaction records. Reactants: C(C)(C)(C)OC(COC1=C(C=C(C(=C1)F)F)OC)=O (tert-Butyl(4,5-difluoro-2-methoxyphenoxy)acetate), [Cl-].[Li+] (lithium chloride). The solvent is CN(C)C=O (DMF). Conditions: temperature 150 celsius. Yields the product FC1=CC(=C(OCC(=O)O)C=C1F)O ((4,5-Difluoro-2-hydroxyphenoxy)acetic acid). As a reaction SMILES: C([O:5][C:6](=[O:19])[CH2:7][O:8][C:9]1[CH:14]=[C:13]([F:15])[C:12]([F:16])=[CH:11][C:10]=1[O:17]C)(C)(C)C.[Cl-].[Li+]>CN(C=O)C>[F:16][C:12]1[C:13]([F:15])=[CH:14][C:9]([O:8][CH2:7][C:6]([OH:19])=[O:5])=[C:10]([OH:17])[CH:11]=1 |f:1.2|. Procedure: A mixture of the product from step (ii) (0.75 g) and lithium chloride (0.345 g) in DMF (20 ml) was heated at 150° C. for 6 h, cooled and partitioned between ethylacetate/2M hydrochloric acid. The organics were dried and evaporated under reduced pressure, yield 0.7 g. The reactants are O (water), ClC1=C2C=CC=NC2=CC(=N1)Cl (5,7-dichloro-1,6-napthyridine), NC[C@]1(CN(CCC1)C(=O)OC(C)(C)C)F (1,1-dimethylethyl (3R)-3-(aminomethyl)-3-fluoro-1-piperidinecarboxylate), C(C)(C)N(CC)C(C)C (diisopropylethylamine). The solvent is CN1CCCC1=O (NMP). Run at temperature 110 celsius, time 17 hour. Yields the product ClC1=NC(=C2C=CC=NC2=C1)NC[C@]1(CN(CCC1)C(=O)OC(C)(C)C)F (1,1-dimethylethyl (3R)-3-{[(7-chloro-1,6-naphthyridin-5-yl)amino]methyl}-3-fluoro-1-piperidinecarboxylate). Reaction SMILES: Cl[C:2]1[N:11]=[C:10]([Cl:12])[CH:9]=[C:8]2[C:3]=1[CH:4]=[CH:5][CH:6]=[N:7]2.[NH2:13][CH2:14][C@:15]1([F:28])[CH2:20][CH2:19][CH2:18][N:17]([C:21]([O:23][C:24]([CH3:27])([CH3:26])[CH3:25])=[O:22])[CH2:16]1.C(N(C(C)C)CC)(C)C.O>CN1C(=O)CCC1>[Cl:12][C:10]1[CH:9]=[C:8]2[C:3]([CH:4]=[CH:5][CH:6]=[N:7]2)=[C:2]([NH:13][CH2:14][C@:15]2([F:28])[CH2:20][CH2:19][CH2:18][N:17]([C:21]([O:23][C:24]([CH3:26])([CH3:25])[CH3:27])=[O:22])[CH2:16]2)[N:11]=1. Reported procedure: A mixture of 5,7-dichloro-1,6-napthyridine (1 eq, 1 wt), 1,1-dimethylethyl (3R)-3-(aminomethyl)-3-fluoro-1-piperidinecarboxylate (1.1 eq, 1.28 wt), and diisopropylethylamine (2 eq, 1.75 vol) in NMP (6 vol) is stirred at 110±5° C. for 17 h. The solution is cooled to 70-75° C. and water (6 vol) added over 47 min at 65-75° C. The mixture is aged at 65-75° C. for 50 min, then cooled to 45° C. to give a slurry. The mixture is slowly cooled to 20-25° C. then aged for 2.25 h. The solid is collected und... Reactants: [N+](=O)([O-])[O-].[Ce+4].[NH4+].[N+](=O)([O-])[O-].[N+](=O)([O-])[O-].[N+](=O)([O-])[O-].[N+](=O)([O-])[O-] (ammonium cerium(IV) nitrate), COC=1C(=C(CC2=CC(=C(C(=O)O)C=C2)OCC2=CC=CC=C2)C(=C(C1OC)OC)OC)C (4-(3,4,5,6-Tetramethoxy-2-methylbenzyl)-2-benzyloxybenzoic acid), O=[N+]([O-])[O-].[O-][N+]([O-])=O.[O-][N+]([O-])=O.[O-][N+]([O-])=O.[O-][N+]([O-])=O.[O-][N+]([O-])=O.[Ce+4].[NH4+].[NH4+] (CAN). Solvent: C(C)#N (acetonitrile), O (water), O (water). Conditions: time 1 hour. The product is COC=1C(C(=C(C(C1OC)=O)CC1=CC(=C(C(=O)O)C=C1)OCC1=CC=CC=C1)C)=O (4-(5,6-Dimethoxy-3-methyl-1,4-benzoquinon-2-yl)methyl-2-benzyloxybenzoic acid). The yield is 64.2%. As a reaction SMILES: C[O:2][C:3]1[C:4]([CH3:33])=[C:5]([C:24]([O:31]C)=[C:25]([O:29][CH3:30])[C:26]=1[O:27][CH3:28])[CH2:6][C:7]1[CH:15]=[CH:14][C:10]([C:11]([OH:13])=[O:12])=[C:9]([O:16][CH2:17][C:18]2[CH:23]=[CH:22][CH:21]=[CH:20][CH:19]=2)[CH:8]=1.[N+]([O-])([O-])=O.[Ce+4].[NH4+].[N+]([O-])([O-])=O.[N+]([O-])([O-])=O.[N+]([O-])([O-])=O.[N+]([O-])([O-])=O.O=[N+]([O-])[O-].[O-][N+](=O)[O-].[O-][N+](=O)[O-].[O-][N+](=O)[O-].[O-][N+](=O)[O-].[O-][N+](=O)[O-].[Ce+4].[NH4+].[NH4+]>C(#N)C.O>[CH3:28][O:27][C:26]1[C:3](=[O:2])[C:4]([CH3:33])=[C:5]([CH2:6][C:7]2[CH:15]=[CH:14][C:10]([C:11]([OH:13])=[O:12])=[C:9]([O:16][CH2:17][C:18]3[CH:23]=[CH:22][CH:21]=[CH:20][CH:19]=3)[CH:8]=2)[C:24](=[O:31])[C:25]=1[O:29][CH3:30] |f:1.2.3.4.5.6.7,8.9.10.11.12.13.14.15.16|. Reported procedure: 4-(3,4,5,6-Tetramethoxy-2-methylbenzyl)-2-benzyloxybenzoic acid (312 mg, 0.6902 mmol) was dissolved in a mixed solution of acetonitrile (15 ml) and water (5 ml) and after adding thereto ammonium cerium(IV) nitrate (hereinafter simply referred to as “CAN”) (946 mg, 1.7262 mmol) at room temperature, the solution was stirred at room temperature for 1 hour. The reaction solution was diluted with water and then extracted with ether. The extract was washed with water and then dried, and the solvent wa... Starting materials: NC1=NN(C2=CC(=CC=C12)C=1SC2=C(N1)C=C(C(=C2C2=CC=C(C=C2)Cl)[C@@H](C(=O)OCC)OC(C)(C)C)C)C ((S)-ethyl 2-(2-(3-amino-1-methyl-1H-indazol-6-yl)-7-(4-chlorophenyl)-5-methylbenzo[d]thiazol-6-yl)-2-tert-butoxyacetate), C1CCOC1 (THF), [OH-].[Na+] (NaOH). The solvent is CCO (EtOH). Conditions: temperature 100 celsius. The product is NC1=NN(C2=CC(=CC=C12)C=1SC2=C(N1)C=C(C(=C2C2=CC=C(C=C2)Cl)[C@@H](C(=O)O)OC(C)(C)C)C)C ((S)-2-(2-(3-amino-1-methyl-1H-indazol-6-yl)-7-(4-chlorophenyl)-5-methylbenzo[d]thiazol-6-yl)-2-tert-butoxyacetic acid). As a reaction SMILES: [NH2:1][C:2]1[C:10]2[C:5](=[CH:6][C:7]([C:11]3[S:12][C:13]4[C:19]([C:20]5[CH:25]=[CH:24][C:23]([Cl:26])=[CH:22][CH:21]=5)=[C:18]([C@H:27]([O:33][C:34]([CH3:37])([CH3:36])[CH3:35])[C:28]([O:30]CC)=[O:29])[C:17]([CH3:38])=[CH:16][C:14]=4[N:15]=3)=[CH:8][CH:9]=2)[N:4]([CH3:39])[N:3]=1.C1COCC1.[OH-].[Na+]>CCO>[NH2:1][C:2]1[C:10]2[C:5](=[CH:6][C:7]([C:11]3[S:12][C:13]4[C:19]([C:20]5[CH:21]=[CH:22][C:23]([Cl:26])=[CH:24][CH:25]=5)=[C:18]([C@H:27]([O:33][C:34]([CH3:35])([CH3:36])[CH3:37])[C:28]([OH:30])=[O:29])[C:17]([CH3:38])=[CH:16][C:14]=4[N:15]=3)=[CH:8][CH:9]=2)[N:4]([CH3:39])[N:3]=1 |f:2.3|. Procedure: A vial was charged with (S)-ethyl 2-(2-(3-amino-1-methyl-1H-indazol-6-yl)-7-(4-chlorophenyl)-5-methylbenzo[d]thiazol-6-yl)-2-tert-butoxyacetate (60 mg), THF (1.5 mL), EtOH (absolute, 1 mL), and 2M aq NaOH (1 mL). The vessel was sealed and heated to 100° C. for 2 h. The reaction was cooled to 23° C., and filtered (0.45 micron teflon syringe filter). The filtrate was purified by reverse phase HPLC, eluting by 5-100% acetonitrile in H2O with 0.1% TFA to give the desired product. LCMS-ESI+: calc'd f... Reactants: Oc1ccc(F)cc1Br, O=C([O-])[O-], COCCBr, CC#N, [K+], [K+]. The product is COCCOc1ccc(F)cc1Br. RXN SMILES: [Br:1][c:2]1[c:3]([OH:9])[cH:4][cH:5][c:6]([F:8])[cH:7]1.[C:10](=[O:11])([O-:12])[O-:13].[CH3:16][O:17][CH2:18][CH2:19][Br:20].[CH3:21][C:22]#[N:23].[K+:14].[K+:15]>>[Br:1][c:2]1[c:3]([O:9][CH2:19][CH2:18][O:17][CH3:16])[cH:4][cH:5][c:6]([F:8])[cH:7]1.